Task: describe an organic reaction: reactants, conditions, products, and yield. Dataset: the Open Reaction Database (ORD), a public repository of structured organic reaction records Starting materials: C(C)OC(=O)C=1C=C2C=CC=NC2=C(C1)Br (8-bromo-quinoline-6-carboxylic acid ethyl ester), CC(C)C[AlH]CC(C)C (DIBAL), C(=O)([O-])C(O)C(O)C(=O)[O-] (tartrate). The solvent is C(Cl)Cl (CH2Cl2). Run at temperature -78 celsius, time 1 hour. The product is BrC=1C=C(C=C2C=CC=NC12)C=O (8-Bromo-quinoline-6-carbaldehyde), hydroxymethyl. RXN SMILES: C([O:3][C:4]([C:6]1[CH:7]=[C:8]2[C:13](=[C:14]([Br:16])[CH:15]=1)[N:12]=[CH:11][CH:10]=[CH:9]2)=O)C.CC(C[AlH]CC(C)C)C.C(C(C(C([O-])=O)O)O)([O-])=O>C(Cl)Cl>[Br:16][C:14]1[CH:15]=[C:6]([CH:4]=[O:3])[CH:7]=[C:8]2[C:13]=1[N:12]=[CH:11][CH:10]=[CH:9]2. Procedure details: To a solution of 8-bromo-quinoline-6-carboxylic acid ethyl ester (1.0 eq) in CH2Cl2 (0.26M) at −78° C. was added dropwise DIBAL (neat; 2.0 eq). The resulting mixture was stirred 1 h at −78° C. then poured in Na/K tartrate (2N) and stirred for 2 h. The mixture was extracted with EtOAc (2×). The combined organic extracts were washed with brine, dried over MgSO4, filtered and concentrated to afford the desired compound along with the corresponding hydroxymethyl analog. To the mixture dissolved in E... The reactants are ClC1=C(C=C(C=C1)C(C)C)O (2-chloro-5-isopropyl-phenol), ClC1=C(C=C(C=C1)O)C(C)C (4-chloro-3-isopropyl-phenol), C(=O)([O-])[O-].[K+].[K+] (K2CO3), IC (Iodomethane). Run in CN(C)C=O (DMF), O (H2O). Conditions: temperature 50 celsius. The product is ClC1=C(C=C(C=C1)C(C)C)OC (1-chloro-4-isopropyl-2-methoxy-benzene), ClC1=C(C=C(C=C1)OC)C(C)C (1-chloro-2-isopropyl-4-methoxy-benzene). RXN SMILES: [Cl:1][C:2]1[CH:7]=[CH:6][C:5]([CH:8]([CH3:10])[CH3:9])=[CH:4][C:3]=1[OH:11].[Cl:12][C:13]1[CH:18]=[CH:17][C:16]([OH:19])=[CH:15][C:14]=1[CH:20]([CH3:22])[CH3:21].[C:23]([O-])([O-])=O.[K+].[K+].IC>CN(C=O)C.O>[Cl:1][C:2]1[CH:7]=[CH:6][C:5]([CH:8]([CH3:9])[CH3:10])=[CH:4][C:3]=1[O:11][CH3:13].[Cl:12][C:13]1[CH:18]=[CH:17][C:16]([O:19][CH3:23])=[CH:15][C:14]=1[CH:20]([CH3:22])[CH3:21] |f:2.3.4|. Procedure details: To a solution of 2-chloro-5-isopropyl-phenol and 4-chloro-3-isopropyl-phenol from step 1 (8.694 g, 47.1 mmol) in 50 mL DMF was added K2CO3. Iodomethane (3.5 mL, 56.5 mmol) was added and the mixture was warmed to 50° C. After 4 hours H2O was added. The mixture was extracted with ethyl acetate, washed with H2O, washed and washed with brine. The combined organic layers were dried over Na2SO4, filtered and concentrated in vacuo to give 1-chloro-4-isopropyl-2-methoxy-benzene and 1-chloro-2-isopropyl-... Procedure: A solution of Ethyl N-(tert-butoxycarbonyl)-3-(5-nitro-2-thienyl)-DL-alaninate (4.92 g, 14.3 mmol) in ethanol (75 ml) was hydrogenated over 10% palladium/Charcoal (2.0 g) at 25 psi for 6 hours using a Parr hydrogenation apparatus. The mixture was filtered through a pad of celite. The solvent was removed at reduced pressure to give Ethyl N-(tert-butoxycarbonyl)-3-(5-amino-2-thienyl)-DL-alaninate (4.22 g, 94%) as a dark yellow solid. Melting point=132° C. Isolated yield 93.9%. The solvent is C(C)O (ethanol). Product: C(C)(C)(C)OC(=O)NC(CC=1SC(=CC1)N)C(=O)OCC (Ethyl N-(tert-butoxycarbonyl)-3-(5-amino-2-thienyl)-DL-alaninate). RXN SMILES: [C:1]([O:5][C:6]([NH:8][CH:9]([C:19]([O:21][CH2:22][CH3:23])=[O:20])[CH2:10][C:11]1[S:12][C:13]([N+:16]([O-])=O)=[CH:14][CH:15]=1)=[O:7])([CH3:4])([CH3:3])[CH3:2]>C(O)C.[Pd]>[C:1]([O:5][C:6]([NH:8][CH:9]([C:19]([O:21][CH2:22][CH3:23])=[O:20])[CH2:10][C:11]1[S:12][C:13]([NH2:16])=[CH:14][CH:15]=1)=[O:7])([CH3:3])([CH3:4])[CH3:2]. Reactants: C(C)(C)(C)OC(=O)NC(CC=1SC(=CC1)[N+](=O)[O-])C(=O)OCC (Ethyl N-(tert-butoxycarbonyl)-3-(5-nitro-2-thienyl)-DL-alaninate). Reagents/catalysts: [Pd] (palladium/Charcoal). The reactants are CCCCOC(=O)C=Cc1ccc(OC)nc1NC(=O)C(C)(C)C, CCO, [H][H]. The product is CCCCOC(=O)CCc1ccc(OC)nc1NC(=O)C(C)(C)C. As a reaction SMILES: [CH3:1][C:2]([C:3](=[O:4])[NH:5][c:6]1[n:7][c:8]([O:21][CH3:22])[cH:9][cH:10][c:11]1[CH:12]=[CH:13][C:14](=[O:15])[O:16][CH2:17][CH2:18][CH2:19][CH3:20])([CH3:23])[CH3:24].[CH3:27][CH2:28][OH:29].[H:25][H:26]>>[CH3:1][C:2]([C:3](=[O:4])[NH:5][c:6]1[n:7][c:8]([O:21][CH3:22])[cH:9][cH:10][c:11]1[CH2:12][CH2:13][C:14](=[O:15])[O:16][CH2:17][CH2:18][CH2:19][CH3:20])([CH3:23])[CH3:24]. The reactants are C(C)OC(=O)C1(C(C1)C=C)NC(=O)C1NCC(C1)OC1=CC(=NC2=CC(=CC=C12)OC)C1=CC=CC=C1 (1-{[4-(7-Methoxy-2-phenyl-quinolin-4-yloxy)-pyrrolidine-2-carbonyl]-amino}-2-vinyl-cyclopropanecarboxylic acid ethyl ester), ester, C(C)OC(=O)C1(C(C1)C=C)NC(=O)C1N(CC(C1)OC1=CC(=NC2=CC(=CC=C12)OC)C1=CC=CC=C1)C(NC(C(C)(C)C)C(NC1C(CC2=CC=CC=C12)O)=O)=O (1-{[1-[1-(2-Hydroxy-indan-1-ylcarbamoyl)-2,2-dimethyl-propylcarbamoyl]4-(7-methoxy-2-phenyl-quinolin-4-yloxy)-pyrrolidin e-2-carbonyl]-amino}-2-vinyl-cyclopropanecarboxylic acid ethyl ester), C1(=CC=CC=C1)[C@@H](N)CO ((R)-2-phenylglycinol), OC1C(C2=CC=CC=C2C1)NC(=O)C(C(C)(C)C)N1C(CC(C1)OC1=CC(=CC2=CC(=CC=C12)OC)C1=CC=CC=C1)C1(C(C1)C=C)C(=O)O (1-[1-[1-(2-Hydroxy-indan-1-ylcarbamoyl)-2,2-dimethyl-propyl]-4-(6-methoxy-3-phenyl-naphthalen-1-yloxy)-pyrrolidin-2-yl]-2-vinyl-cyclopropanecarboxylic acid). The product is OC[C@@H](C1=CC=CC=C1)NC(=O)N1[C@@H](C[C@H](C1)OC1=CC(=NC2=CC(=CC=C12)OC)C1=CC=CC=C1)C(=O)N[C@]1([C@@H](C1)C=C)C(=O)O ((1R,2S)-1-{[(2S,4R)-1-((1R)-2-Hydroxy-1-phenyl-ethylcarbamoyl)-4-(7-methoxy-2-phenyl-quinolin-4-yloxy)-pyrrolidine-2-carbonyl]-amino}-2-vinyl-cyclopropanecarboxylic acid). As a reaction SMILES: C([O:3][C:4]([C:6]1([NH:11][C:12]([CH:14]2[CH2:18][CH:17]([O:19][C:20]3[C:29]4[C:24](=[CH:25][C:26]([O:30][CH3:31])=[CH:27][CH:28]=4)[N:23]=[C:22]([C:32]4[CH:37]=[CH:36][CH:35]=[CH:34][CH:33]=4)[CH:21]=3)[CH2:16][NH:15]2)=[O:13])[CH2:8][CH:7]1[CH:9]=[CH2:10])=[O:5])C.C(OC(C1(NC(C2CC(OC3C4C(=CC(OC)=CC=4)N=C(C4C=CC=CC=4)C=3)CN2C(=O)NC([C:82](=[O:94])[NH:83][CH:84]2[C:92]3[C:87](=[CH:88][CH:89]=[CH:90][CH:91]=3)C[CH:85]2[OH:93])C(C)(C)C)=O)CC1C=C)=O)C.C1([C@H](CO)N)C=CC=CC=1.OC1CC2C(=CC=CC=2)C1NC(C(N1CC(OC2C3C(=CC(OC)=CC=3)C=C(C3C=CC=CC=3)C=2)CC1C1(C(O)=O)CC1C=C)C(C)(C)C)=O>>[OH:93][CH2:85][C@H:84]([NH:83][C:82]([N:15]1[CH2:16][C@H:17]([O:19][C:20]2[C:29]3[C:24](=[CH:25][C:26]([O:30][CH3:31])=[CH:27][CH:28]=3)[N:23]=[C:22]([C:32]3[CH:33]=[CH:34][CH:35]=[CH:36][CH:37]=3)[CH:21]=2)[CH2:18][C@H:14]1[C:12]([NH:11][C@:6]1([C:4]([OH:3])=[O:5])[CH2:8][C@H:7]1[CH:9]=[CH2:10])=[O:13])=[O:94])[C:92]1[CH:87]=[CH:88][CH:89]=[CH:90][CH:91]=1. Procedure: Compound 12 was treated as described for the preparation of 13 but with the use of (R)-2-phenylglycinol instead of 2-amino-N-(2-hydroxyindan-1-yl)-3,3-dimethyl butyramide instead of 2-amino-N-(2-hydroxy-indan-1-yl)-3,3-dimethyl-butyramide followed by ester hydrolysis as described for the preparation of compound 14 which gave the title compound. Purity by HPLC>95%. M+H+637.1.